Task: describe an organic reaction: reactants, conditions, products, and yield. Dataset: the Open Reaction Database (ORD), a public repository of structured organic reaction records Reactants: IC1=C(C=NC(=C1)N1CCSCC1)NC(C(C)(C)C)=O (N-(4-iodo-6-thiomorpholin-4-yl-pyridin-3-yl)-2,2-dimethyl-propionamide), C([O-])([O-])=O.[Na+].[Na+] (sodium carbonate), C1(=C(C=CC=C1)B(O)O)C (o-tolylboronic acid). Reagents/catalysts: C=1C=CC(=CC1)[P](C=2C=CC=CC2)(C=3C=CC=CC3)[Pd]([P](C=4C=CC=CC4)(C=5C=CC=CC5)C=6C=CC=CC6)([P](C=7C=CC=CC7)(C=8C=CC=CC8)C=9C=CC=CC9)[P](C=1C=CC=CC1)(C=1C=CC=CC1)C=1C=CC=CC1 (tetrakis(triphenylphosphine)palladium(0)), C(C)(=O)[O-].[Pd+2].C(C)(=O)[O-] (palladium(II) acetate). The solvent is C1(=CC=CC=C1)C (toluene). Conditions: temperature 80 celsius. Yields the product CC(C(=O)NC=1C=NC(=CC1C1=C(C=CC=C1)C)N1CCSCC1)(C)C (2,2-Dimethyl-N-(6-thiomorpholin-4-yl-4-o-tolyl-pyridin-3-yl)-propionamide). Reaction SMILES: I[C:2]1[CH:7]=[C:6]([N:8]2[CH2:13][CH2:12][S:11][CH2:10][CH2:9]2)[N:5]=[CH:4][C:3]=1[NH:14][C:15](=[O:20])[C:16]([CH3:19])([CH3:18])[CH3:17].C(=O)([O-])[O-].[Na+].[Na+].[C:27]1([CH3:36])[CH:32]=[CH:31][CH:30]=[CH:29][C:28]=1B(O)O>C1C=CC([P]([Pd]([P](C2C=CC=CC=2)(C2C=CC=CC=2)C2C=CC=CC=2)([P](C2C=CC=CC=2)(C2C=CC=CC=2)C2C=CC=CC=2)[P](C2C=CC=CC=2)(C2C=CC=CC=2)C2C=CC=CC=2)(C2C=CC=CC=2)C2C=CC=CC=2)=CC=1.C([O-])(=O)C.[Pd+2].C([O-])(=O)C.C1(C)C=CC=CC=1>[CH3:17][C:16]([CH3:19])([CH3:18])[C:15]([NH:14][C:3]1[CH:4]=[N:5][C:6]([N:8]2[CH2:13][CH2:12][S:11][CH2:10][CH2:9]2)=[CH:7][C:2]=1[C:28]1[CH:29]=[CH:30][CH:31]=[CH:32][C:27]=1[CH3:36])=[O:20] |f:1.2.3,6.7.8,^1:40,42,61,80|. Procedure details: A mixture of 4.05 g (10.0 mmol) N-(4-iodo-6-thiomorpholin-4-yl-pyridin-3-yl)-2,2-dimethyl-propionamide, 54 ml toluene, 16 ml 2 N sodium carbonate solution, 347 mg (0.3 mmol) tetrakis(triphenylphosphine)palladium(0), 67 mg (0.3 mmol) palladium(II) acetate and 1.50 g (11.0 mmol) o-tolylboronic acid was heated under argon at 80° C. for 18 h. After cooling to room temperature, the aqueous phase was separated and washed twice with ethyl acetate. The combined organic layers were washed with 50 ml brin...